From a dataset of the Open Reaction Database (ORD), a public repository of structured organic reaction records. describe an organic reaction: reactants, conditions, products, and yield The reactants are NC=1C(=NC=CN1)C(=O)O (3-aminopyrazine carboxylic acid), NC=1C(=CC=CC1)C (o-toluidine), Cl.CN(CCCN=C=NCC)C (1-(3-dimethylaminopropyl)-3-ethylcarbodiimide hydrochloride). The reagents and catalysts are CN(C1=CC=NC=C1)C (4-dimethylaminopyridine). Run in C(Cl)Cl (methylene chloride). Run at time 8 hour. Yields the product C=1(C(=CC=CC1)C(=O)N)C.NC=1C(=NC=CN1)C(=O)O (3-Aminopyrazine-2-carboxylic acid o-toluamide). RXN SMILES: [NH2:1][C:2]1[C:3]([C:8]([OH:10])=[O:9])=[N:4][CH:5]=[CH:6][N:7]=1.N[C:12]1[C:13](C)=[CH:14]C=[CH:16][CH:17]=1.Cl.C[N:21](C)CCCN=C=NCC>CN(C)C1C=CN=CC=1.C(Cl)Cl>[C:13]1([CH3:14])[C:3]([C:8]([NH2:21])=[O:10])=[CH:2][CH:16]=[CH:17][CH:12]=1.[NH2:1][C:2]1[C:3]([C:8]([OH:10])=[O:9])=[N:4][CH:5]=[CH:6][N:7]=1 |f:2.3,6.7|. Reported procedure: A mixture of 3-aminopyrazine carboxylic acid (5.0 g, 35.94 mmol), methylene chloride (110 mL), 4-dimethylaminopyridine (10.98 g, 89.85 mmol), o-toluidine (4.22 mL, 39.53 mmol), and 1-(3-dimethylaminopropyl)-3-ethylcarbodiimide hydrochloride (8.27 g, 43.13 mmol) was stirred overnight at ambient temperature. The solvent was removed and the residue was diluted with ethyl acetate. This organic phase was extracted with 1N lithium chloride (LiCl), water, and brine, dried over calcium sulfate and conce... Starting materials: COc1ccc(CN)cc1, CN1CCN(c2nc(Cl)nc3c2oc2ccc(Cl)cc23)CC1, c1ccncc1. The product is COc1ccc(CNc2nc(N3CCN(C)CC3)c3oc4ccc(Cl)cc4c3n2)cc1. RXN SMILES: [CH3:23][O:24][c:25]1[cH:26][cH:27][c:28]([CH2:29][NH2:30])[cH:31][cH:32]1.[Cl:1][c:2]1[n:3][c:4]([N:16]2[CH2:17][CH2:18][N:19]([CH3:22])[CH2:20][CH2:21]2)[c:5]2[c:6]([n:7]1)[c:8]1[c:9]([o:10]2)[cH:11][cH:12][c:13]([Cl:15])[cH:14]1.[cH:33]1[cH:34][cH:35][n:36][cH:37][cH:38]1>>[c:2]1([NH:30][CH2:29][c:28]2[cH:27][cH:26][c:25]([O:24][CH3:23])[cH:32][cH:31]2)[n:3][c:4]([N:16]2[CH2:17][CH2:18][N:19]([CH3:22])[CH2:20][CH2:21]2)[c:5]2[c:6]([n:7]1)[c:8]1[c:9]([o:10]2)[cH:11][cH:12][c:13]([Cl:15])[cH:14]1. The reactants are C(C1=CC=CC=C1)OC([C@H](CC(=O)OCC1=CC=CC=C1)NC(C1=CC=C(C=C1)N1CCC(CC1)CNC[C@@H](C1=CC(=C(C=C1)O)NS(=O)(=O)C)O)=O)=O ((2S)-2-{[4-(4-{[((2R)-2-hydroxy-2-{4-hydroxy-3-[(methylsulfonyl)-amino]-phenyl}-ethyl)amino]methyl}piperidin-1-yl)benzoyl]-amino}butanedioic acid dibenzyl ester). Reagents/catalysts: [Pd] (palladium on carbon). Solvent: C(C)O.C1=CCCCC1 (ethanol cyclohexene). Conditions: temperature 78 celsius. Yields the product O[C@@H](CNCC1CCN(CC1)C1=CC=C(C(=O)N[C@H](C(=O)O)CC(=O)O)C=C1)C1=CC(=C(C=C1)O)NS(=O)(=O)C ((2S)-2-{[4-(4-{[((2R)-2-Hydroxy-2-{4-hydroxy-3-[(methylsulfonyl)amino]-phenyl}ethyl)amino]methyl}piperidin-1-yl)benzoyl]amino}butanedioic Acid). Isolated yield 39.7%. Reaction SMILES: C([O:8][C:9](=[O:54])[C@@H:10]([NH:22][C:23](=[O:53])[C:24]1[CH:29]=[CH:28][C:27]([N:30]2[CH2:35][CH2:34][CH:33]([CH2:36][NH:37][CH2:38][C@H:39]([OH:52])[C:40]3[CH:45]=[CH:44][C:43]([OH:46])=[C:42]([NH:47][S:48]([CH3:51])(=[O:50])=[O:49])[CH:41]=3)[CH2:32][CH2:31]2)=[CH:26][CH:25]=1)[CH2:11][C:12]([O:14]CC1C=CC=CC=1)=[O:13])C1C=CC=CC=1>[Pd].C(O)C.C1CCCCC=1>[OH:52][C@H:39]([C:40]1[CH:45]=[CH:44][C:43]([OH:46])=[C:42]([NH:47][S:48]([CH3:51])(=[O:49])=[O:50])[CH:41]=1)[CH2:38][NH:37][CH2:36][CH:33]1[CH2:32][CH2:31][N:30]([C:27]2[CH:28]=[CH:29][C:24]([C:23]([NH:22][C@@H:10]([CH2:11][C:12]([OH:14])=[O:13])[C:9]([OH:54])=[O:8])=[O:53])=[CH:25][CH:26]=2)[CH2:35][CH2:34]1 |f:2.3|. Procedure details: A mixture of (2S)-2-{[4-(4-{[((2R)-2-hydroxy-2-{4-hydroxy-3-[(methylsulfonyl)-amino]-phenyl}-ethyl)amino]methyl}piperidin-1-yl)benzoyl]-amino}butanedioic acid dibenzyl ester (0.074 g, 0.1 mmol) and 0.08 g of 10% palladium on carbon in 4 mL ethanol-cyclohexene (3:1, v/v) was heated at 78° C. until the reduction was complete. The catalyst was filtered (Celite) and the cake was washed with hot methanol. The solvent was removed in vacuo to give 0.023 g of the title compound. Reactants: C(C)N=C=O (Ethyl isocyanate), OCCC1=C2CC(NC2=CC=C1)=O (4-(2-hydroxy-ethyl)-1,3-dihydro-indol-2-one), O (water). Solvent: O1CCCC1 (tetrahydrofuran), CN(C=O)C (dimethylforamide). Conditions: temperature 80 celsius. Product: O=C1NC2=CC=CC(=C2C1)CCOC(NCC)=O (ethyl-carbamic acid 2-(2-oxo-2,3-dihydro-1H-indol-4-yl)-ethyl ester). Yield: 15.9%. RXN SMILES: [CH2:1]([N:3]=[C:4]=[O:5])[CH3:2].[OH:6][CH2:7][CH2:8][C:9]1[CH:17]=[CH:16][CH:15]=[C:14]2[C:10]=1[CH2:11][C:12](=[O:18])[NH:13]2.O>O1CCCC1.CN(C)C=O>[O:18]=[C:12]1[CH2:11][C:10]2[C:14](=[CH:15][CH:16]=[CH:17][C:9]=2[CH2:8][CH2:7][O:6][C:4](=[O:5])[NH:3][CH2:1][CH3:2])[NH:13]1. Procedure details: Ethyl isocyanate (0.633 mL, 8 mmol) was added dropwise to a stirred mixture of 4-(2-hydroxy-ethyl)-1,3-dihydro-indol-2-one (709 mg, 4 mmol) in tetrahydrofuran (8 mL) and dimethylforamide (2 mL) under nitrogen atmosphere. The mixture was heated at 80° C. for 48 hours. The reaction was cooled, poured into water (100 mL) and extracted with ethyl acetate (200 mL). The organic layer was washed with brine, dried over anhydrous sodium sulfate and concentrated. The residue was chromatographed on silica ... The reactants are [BH4-].[Na+] (Sodium borohydride), C(C)(C)(C)OC(=O)N1C(=CC=2C=NC=CC21)CN2C(CN(CC2=O)S(=O)(=O)C=CC=2SC(=CC2)Cl)C(=O)OC (2-{4-[2-(5-chloro-thiophen-2-yl)-ethenesulfonyl]-2-(±)-methoxycarbonyl-6-oxo-piperazin-1-ylmethyl}-pyrrolo[3,2-c]pyridine-1-carboxylic acid tert-butyl ester), C(C)(C)(C)OC(=O)N1C(=CC=2C=NC=CC21)CN2C(CNCC2=O)C(=O)OC (2-(2-(±)-methoxycarbonyl-6-oxo-piperazin-1-ylmethyl)-pyrrolo[3,2-c]pyridine-1-carboxylic acid tert-butyl ester), ClC1=CC=C(S1)C=CS(=O)(=O)Cl (2-(5-chloro-thiophen-2-yl)-ethenesulfonyl chloride). Run in CO (MeOH). Conditions: time 6 hour. The product is C(C)(C)(C)OC(=O)N1C(=CC=2C=NC=CC21)CN2C(CN(CC2=O)S(=O)(=O)C=CC=2SC(=CC2)Cl)CO (2-{4-[2-(5-Chloro-thiophen-2-yl)-ethenesulfonyl]-2-(±)-hydroxymethyl-6-oxo-piperazin-1-ylmethyl}-pyrrolo[3,2-c]pyridine-1-carboxylic acid tert-butyl ester). As a reaction SMILES: [BH4-].[Na+].[C:3]([O:7][C:8]([N:10]1[C:18]2[CH:17]=[CH:16][N:15]=[CH:14][C:13]=2[CH:12]=[C:11]1[CH2:19][N:20]1[C:25](=[O:26])[CH2:24][N:23]([S:27]([CH:30]=[CH:31][C:32]2[S:33][C:34]([Cl:37])=[CH:35][CH:36]=2)(=[O:29])=[O:28])[CH2:22][CH:21]1[C:38](OC)=[O:39])=[O:9])([CH3:6])([CH3:5])[CH3:4].C(OC(N1C2C=CN=CC=2C=C1CN1C(=O)CNCC1C(OC)=O)=O)(C)(C)C.ClC1SC(C=CS(Cl)(=O)=O)=CC=1>CO>[C:3]([O:7][C:8]([N:10]1[C:18]2[CH:17]=[CH:16][N:15]=[CH:14][C:13]=2[CH:12]=[C:11]1[CH2:19][N:20]1[C:25](=[O:26])[CH2:24][N:23]([S:27]([CH:30]=[CH:31][C:32]2[S:33][C:34]([Cl:37])=[CH:35][CH:36]=2)(=[O:29])=[O:28])[CH2:22][CH:21]1[CH2:38][OH:39])=[O:9])([CH3:5])([CH3:6])[CH3:4] |f:0.1|. Procedure: Sodium borohydride (0.005 g, 0.13 mmol) is added to a solution of 2-{4-[2-(5-chloro-thiophen-2-yl)-ethenesulfonyl]-2-(±)-methoxycarbonyl-6-oxo-piperazin-1-ylmethyl}-pyrrolo[3,2-c]pyridine-1-carboxylic acid tert-butyl ester (0.04 g, 0.07 mmol), (prepared from 2-(2-(±)-methoxycarbonyl-6-oxo-piperazin-1-ylmethyl)-pyrrolo[3,2-c]pyridine-1-carboxylic acid tert-butyl ester, EXAMPLE 71, and 2-(5-chloro-thiophen-2-yl)-ethenesulfonyl chloride, EXAMPLE 3, using the procedure described in EXAMPLE 214, Part... Starting materials: C(C)(=O)ONC(=O)OC(C)(C)C ([(tert-butoxy)carbonyl]amino acetate), [H-].[Na+] (sodium hydride), O1C(=CC2=C1C=CC=C2)S(=O)(=O)Cl (1-benzofuran-2-sulfonyl chloride). The product is C(C)(=O)ON(S(=O)(=O)C=1OC2=C(C1)C=CC=C2)C(=O)OC(C)(C)C (N-[(tert-butoxy)carbonyl]-1-benzofuran-2-sulfonamido acetate). As a reaction SMILES: [C:1]([O:4][NH:5][C:6]([O:8][C:9]([CH3:12])([CH3:11])[CH3:10])=[O:7])(=[O:3])[CH3:2].[H-].[Na+].[O:15]1[C:19]2[CH:20]=[CH:21][CH:22]=[CH:23][C:18]=2[CH:17]=[C:16]1[S:24](Cl)(=[O:26])=[O:25]>>[C:1]([O:4][N:5]([C:6]([O:8][C:9]([CH3:12])([CH3:11])[CH3:10])=[O:7])[S:24]([C:16]1[O:15][C:19]2[CH:20]=[CH:21][CH:22]=[CH:23][C:18]=2[CH:17]=1)(=[O:25])=[O:26])(=[O:3])[CH3:2] |f:1.2|. Reported procedure: N-[(tert-Butoxy)carbonyl]-1-benzofuran-2-sulfonamido acetate (56) is prepared from [(tert-butoxy)carbonyl]amino acetate, sodium hydride and 1-benzofuran-2-sulfonyl chloride according to Scheme 2. (3.1 g, 75%), 1H NMR (250 MHz, DMF) δ ppm 8.07 (1H, d, 0.9 Hz), 7.91 (1H, d, 7.3 Hz), 7.82 (1H, dd, 8.5, 0.8 Hz), 7.64 (1H, td, 7.8, 1.4 Hz), 7.41-7.52 (1H, m), 2.32 (3H, s), 1.37 (9H, s).